Dataset: the Open Reaction Database (ORD), a public repository of structured organic reaction records. Task: describe an organic reaction: reactants, conditions, products, and yield Reactants: O=C(O)c1ccco1, C[C@@H](N)c1ccccc1. Reagents/catalysts: C1CCN(C1)C(=[N+]2CCCC2)F.F[P-](F)(F)(F)(F)F (BTFFH), CCN(C(C)C)C(C)C (DIPEA). The solvent is CN(C)C=O (DMF), CN(C)C=O (DMF), CN(C)C=O (DMF), CN(C)C=O (DMF), CN(C)C=O (DMF), CN(C)C=O (DMF). Reaction conditions: temperature 25 celsius, time 2 hour. Yields the product C[C@@H](NC(=O)c1ccco1)c1ccccc1. Yield: 3.5%. RXN SMILES: C[C@@H](N)c1ccccc1.O=C(O)c1ccco1.C1CCN(C1)C(=[N+]2CCCC2)F.F[P-](F)(F)(F)(F)F.CCN(C(C)C)C(C)C.CN(C)C=O>>C[C@@H](NC(=O)c1ccco1)c1ccccc1. Reactants: C(C)(C)(C)OC(=O)N1C[C@H](CC1)[C@H](CSC)O ((S)-3-((R)-1-Hydroxy-2-methylsulfanylethyl)pyrrolidine-1-carboxylic acid t-butyl ester), ClC=1C=CC(=C(C1)C)F (5-Chloro-2-fluorotoluene), CCO (EtOH), [H-].[Na+] (NaH). The solvent is CN(C)C=O (DMF), Cl (HCl). Reaction conditions: time 15 minute. Yields the product ClC1=CC(=C(O[C@@H](CSC)[C@@H]2CNCC2)C=C1)C ((S)-3-[(R)-1-(4-Chloro-2-methylphenoxy)-2-methylsulfanylethyl]pyrrolidine), mono-TFA. Reaction SMILES: C(OC([N:8]1[CH2:12][CH2:11][C@H:10]([C@@H:13]([OH:17])[CH2:14][S:15][CH3:16])[CH2:9]1)=O)(C)(C)C.[H-].[Na+].[Cl:20][C:21]1[CH:22]=[CH:23][C:24](F)=[C:25]([CH3:27])[CH:26]=1.CCO>CN(C=O)C.Cl>[Cl:20][C:21]1[CH:22]=[CH:23][C:24]([O:17][C@H:13]([C@H:10]2[CH2:11][CH2:12][NH:8][CH2:9]2)[CH2:14][S:15][CH3:16])=[C:25]([CH3:27])[CH:26]=1 |f:1.2|. Procedure: (S)-3-((R)-1-Hydroxy-2-methylsulfanylethyl)pyrrolidine-1-carboxylic acid t-butyl ester (20 mg, 80 μmol) was dissolved in DMF (367 μL). NaH (3.7 mg, 153 μmol) was added and the mixture was stirred at room temperature for 15 minutes. 5-Chloro-2-fluorotoluene (33.2 mg mg, 230 tμmol) was added and the mixture was stirred at 100° C. for 1 hour. The mixture was cooled to room temperature, concentrated then dissolved in 1.2M HCl in EtOH (2.2 mL, 2.7 mmol) and stirred overnight at room temperature. The ... Reactants: CC(C)(C)OC(=O)OC(C)(C)C, CC(=O)O, COC(=O)C1CCC(N)C(O)C1, CCN(C(C)C)C(C)C, C1CCOC1. The product is COC(=O)C1CCC(NC(=O)OC(C)(C)C)C(O)C1. RXN SMILES: [C:17]([O:18][C:19]([CH3:20])([CH3:21])[CH3:22])([O:23][C:25]([CH3:26])([CH3:27])[CH3:28])=[O:24].[C:1]([OH:2])(=[O:3])[CH3:4].[CH3:5][O:6][C:7](=[O:8])[CH:9]1[CH2:10][CH:11]([OH:16])[CH:12]([NH2:15])[CH2:13][CH2:14]1.[CH:29]([N:30]([CH:31]([CH3:32])[CH3:33])[CH2:34][CH3:35])([CH3:36])[CH3:37].[O:38]1[CH2:39][CH2:40][CH2:41][CH2:42]1>>[CH3:5][O:6][C:7](=[O:8])[CH:9]1[CH2:10][CH:11]([OH:16])[CH:12]([NH:15][C:17]([O:18][C:19]([CH3:20])([CH3:21])[CH3:22])=[O:23])[CH2:13][CH2:14]1.